From a dataset of the Open Reaction Database (ORD), a public repository of structured organic reaction records. describe an organic reaction: reactants, conditions, products, and yield Starting materials: [BH4-], CO, Cl, [Na+], O=Cc1ccnc2ccccc12. Product: OCc1ccnc2ccccc12. As a reaction SMILES: [BH4-:13].[CH3:16][OH:17].[ClH:15].[Na+:14].[n:1]1[cH:2][cH:3][c:4]([CH:11]=[O:12])[c:5]2[cH:6][cH:7][cH:8][cH:9][c:10]12>>[n:1]1[cH:2][cH:3][c:4]([CH2:11][OH:12])[c:5]2[cH:6][cH:7][cH:8][cH:9][c:10]12.